Dataset: the Open Reaction Database (ORD), a public repository of structured organic reaction records. Task: describe an organic reaction: reactants, conditions, products, and yield RXN SMILES: [CH2:38]1[O:39][CH2:40][CH2:41][CH2:42]1.[CH3:6][C:7]([CH3:8])([O-:9])[CH3:10].[Cl:12][c:13]1[n:14][c:15]([N:31]2[CH2:32][CH2:33][O:34][CH2:35][CH2:36]2)[cH:16][c:17]([CH3:30])[c:18]1[C:19](=[O:20])[NH:21][CH2:22][c:23]1[cH:24][c:25]([F:29])[cH:26][cH:27][cH:28]1.[K+:11].[OH2:37].[OH:1][CH:2]1[CH2:3][O:4][CH2:5]1>>[O:1]([CH:2]1[CH2:3][O:4][CH2:5]1)[c:13]1[n:14][c:15]([N:31]2[CH2:32][CH2:33][O:34][CH2:35][CH2:36]2)[cH:16][c:17]([CH3:30])[c:18]1[C:19](=[O:20])[NH:21][CH2:22][c:23]1[cH:24][c:25]([F:29])[cH:26][cH:27][cH:28]1. Product: Cc1cc(N2CCOCC2)nc(OC2COC2)c1C(=O)NCc1cccc(F)c1. The reactants are C1CCOC1, CC(C)(C)[O-], Cc1cc(N2CCOCC2)nc(Cl)c1C(=O)NCc1cccc(F)c1, [K+], O, OC1COC1. The solvent is C(C)O (ethanol). As a reaction SMILES: [NH2:1][C:2]1[N:7]=[C:6]([Cl:8])[CH:5]=[C:4](Cl)[N:3]=1.[CH2:10]([NH2:14])[CH2:11][CH2:12][CH3:13]>C(O)C>[NH2:1][C:2]1[N:3]=[C:4]([NH:14][CH2:10][CH2:11][CH2:12][CH3:13])[CH:5]=[C:6]([Cl:8])[N:7]=1. Isolated yield 71.5%. Reaction conditions: time 1 hour. Procedure details: 10 g of 2-amino-4,6-dichloropyrimidine are suspended in 100 ml of ethanol. 11.15 g of butylamine are added. The reaction mixture is refluxed for 2 hours and then evaporated to dryness. The residue is taken up in 100 ml of water. After 1 hour's stirring the precipitate is filtered off on sintered glass and is then recrystallized from 80 ml of 6/4 water/acetonitrile. 8.75 g of 2-amino-4-butylamino-6-chloropyrimidine are obtained. Reactants: NC1=NC(=CC(=N1)Cl)Cl (2-amino-4,6-dichloropyrimidine), C(CCC)N (butylamine). Yields the product NC1=NC(=CC(=N1)NCCCC)Cl (2-amino-4-butylamino-6-chloropyrimidine). Starting materials: C1CCNCC1, CCO, O=C1Cc2c(cccc2-c2cccc(C(F)(F)F)c2)N1, Cc1[nH]c(C=O)c(C)c1C(=O)NCCN1CCCC1. The product is Cc1[nH]c(C=C2C(=O)Nc3cccc(-c4cccc(C(F)(F)F)c4)c32)c(C)c1C(=O)NCCN1CCCC1. As a reaction SMILES: [CH2:40]1[CH2:41][CH2:42][NH:43][CH2:44][CH2:45]1.[CH3:46][CH2:47][OH:48].[F:1][C:2]([c:3]1[cH:4][c:5](-[c:9]2[c:10]3[c:14]([cH:15][cH:16][cH:17]2)[NH:13][C:12](=[O:18])[CH2:11]3)[cH:6][cH:7][cH:8]1)([F:19])[F:20].[N:21]1([CH2:26][CH2:27][NH:28][C:29](=[O:30])[c:31]2[c:32]([CH3:39])[nH:33][c:34]([CH:37]=[O:38])[c:35]2[CH3:36])[CH2:22][CH2:23][CH2:24][CH2:25]1>>[F:1][C:2]([c:3]1[cH:4][c:5](-[c:9]2[c:10]3[c:14]([cH:15][cH:16][cH:17]2)[NH:13][C:12](=[O:18])[C:11]3=[CH:37][c:34]2[nH:33][c:32]([CH3:39])[c:31]([C:29]([NH:28][CH2:27][CH2:26][N:21]3[CH2:22][CH2:23][CH2:24][CH2:25]3)=[O:30])[c:35]2[CH3:36])[cH:6][cH:7][cH:8]1)([F:19])[F:20]. Starting materials: C(C)OC(=O)C=1OC2=C(C1C)C=C(C=C2)C(CC)(C2=CC(=C(C=C2)O)C)CC (5-[1-Ethyl-1-(4-hydroxy-3-methyl-phenyl)-propyl]-3-methyl-benzofuran-2-carboxylic acid ethyl ester), BrCC(C(C)(C)C)=O (1-bromopinacolone), C(=O)([O-])[O-].[K+].[K+] (K2CO3). The product is C(C)OC(=O)C=1OC2=C(C1C)C=C(C=C2)C(CC)(CC)C2=CC(=C(C=C2)OCC(C(C)(C)C)=O)C (5-{1-[4-(3,3-Dimethyl-2-oxo-butoxy)-3-methyl-phenyl]-1-ethyl-propyl}-3-methyl-benzofuran-2-carboxylic acid ethyl ester). The yield is 94.0%. RXN SMILES: [CH2:1]([O:3][C:4]([C:6]1[O:7][C:8]2[CH:15]=[CH:14][C:13]([C:16]([CH2:27][CH3:28])([C:19]3[CH:24]=[CH:23][C:22]([OH:25])=[C:21]([CH3:26])[CH:20]=3)[CH2:17][CH3:18])=[CH:12][C:9]=2[C:10]=1[CH3:11])=[O:5])[CH3:2].Br[CH2:30][C:31](=[O:36])[C:32]([CH3:35])([CH3:34])[CH3:33].C([O-])([O-])=O.[K+].[K+]>>[CH2:1]([O:3][C:4]([C:6]1[O:7][C:8]2[CH:15]=[CH:14][C:13]([C:16]([C:19]3[CH:24]=[CH:23][C:22]([O:25][CH2:30][C:31](=[O:36])[C:32]([CH3:35])([CH3:34])[CH3:33])=[C:21]([CH3:26])[CH:20]=3)([CH2:27][CH3:28])[CH2:17][CH3:18])=[CH:12][C:9]=2[C:10]=1[CH3:11])=[O:5])[CH3:2] |f:2.3.4|. Procedure: 5-[1-Ethyl-1-(4-hydroxy-3-methyl-phenyl)-propyl]-3-methyl-benzofuran-2-carboxylic acid ethyl ester (4.04 g, 10.6 mmol) and 1-bromopinacolone (2.66 g, 14.9 mmol) and K2CO3 (2.91 g, 21.2 mmol) are reacted analogous to Example 1E to give the title compound as a pale yellow oil (4.77 g, 94%). RXN SMILES: [CH3:22][CH2:23][OH:24].[Cl:1][CH2:2][c:3]1[cH:4][cH:5][cH:6][cH:7][cH:8]1.[F:9][c:10]1[c:11]([C:12](=[O:13])[OH:14])[cH:15][cH:16][c:17]([OH:19])[cH:18]1.[K+:21].[OH-:20]>>[CH2:2]([c:3]1[cH:4][cH:5][cH:6][cH:7][cH:8]1)[O:19][c:17]1[cH:16][cH:15][c:11]([C:12](=[O:13])[OH:14])[c:10]([F:9])[cH:18]1. Yields the product O=C(O)c1ccc(OCc2ccccc2)cc1F. Starting materials: CCO, ClCc1ccccc1, O=C(O)c1ccc(O)cc1F, [K+], [OH-].